Dataset: the Open Reaction Database (ORD), a public repository of structured organic reaction records. Task: describe an organic reaction: reactants, conditions, products, and yield The reactants are CN(C)CCN, CCOC(=O)c1c(NC(=O)C2CCCCC2)sc2c1CCCC2. Yields the product CN(C)CCNC(=O)c1c(NC(=O)C2CCCCC2)sc2c1CCCC2. RXN SMILES: [CH3:24][N:25]([CH2:26][CH2:27][NH2:28])[CH3:29].[CH:1]1([C:7](=[O:8])[NH:9][c:10]2[s:11][c:12]3[c:13]([c:14]2[C:15](=[O:16])[O:17][CH2:18][CH3:19])[CH2:20][CH2:21][CH2:22][CH2:23]3)[CH2:2][CH2:3][CH2:4][CH2:5][CH2:6]1>>[CH:1]1([C:7](=[O:8])[NH:9][c:10]2[s:11][c:12]3[c:13]([c:14]2[C:15](=[O:16])[NH:28][CH2:27][CH2:26][N:25]([CH3:24])[CH3:29])[CH2:20][CH2:21][CH2:22][CH2:23]3)[CH2:2][CH2:3][CH2:4][CH2:5][CH2:6]1. The reactants are Cl.Cl.FC=1C(=NC(=NC1NN)C)N1[C@H](COCC1)C ((3S)-4-(5-fluoro-6-hydrazino-2-methyl-4-pyrimidinyl)-3-methyl morpholine dihydrochloride), (2R)-3-cyclopentyl-2-({formyl[(phenylmethyl)oxy]amino}methyl)propanoic acid, N,N-diisopropylethylamine salt, C(C)(C)O (isopropanol), CN1CCOCC1 (N-methylmorpholine), ON1N=NC2=C1N=CC=C2 (1-hydroxy-7-azabenzotriazole), C(CCl)Cl (EDC), CN(C)C=O (DMF). Run at time 8 hour. Product: C1(CCCC1)C[C@H](CN(C=O)OCC1=CC=CC=C1)C(=O)NNC1=NC(=NC(=C1F)N1[C@H](COCC1)C)C ([(2R)-2-(cyclopentylmethyl)-3-(2-{5-fluoro-2-methyl-6-[(3S)-3-methyl-4-morpholinyl]-4-pyrimidinyl}hydrazino)-3-oxopropyl][(phenylmethyl)oxy]formamide). The yield is 93.0%. As a reaction SMILES: Cl.Cl.[F:3][C:4]1[C:5]([N:13]2[CH2:18][CH2:17][O:16][CH2:15][C@@H:14]2[CH3:19])=[N:6][C:7]([CH3:12])=[N:8][C:9]=1[NH:10][NH2:11].[CH:20]([OH:23])([CH3:22])C.CN1[CH2:30][CH2:29][O:28]CC1.ON1[C:36]2N=[CH:38][CH:39]=[CH:40][C:35]=2N=N1.[CH2:41](Cl)[CH2:42]Cl.[CH3:45][N:46]([CH:48]=[O:49])C>>[CH:41]1([CH2:42][C@@H:22]([C:20]([NH:11][NH:10][C:9]2[C:4]([F:3])=[C:5]([N:13]3[CH2:18][CH2:17][O:16][CH2:15][C@@H:14]3[CH3:19])[N:6]=[C:7]([CH3:12])[N:8]=2)=[O:23])[CH2:45][N:46]([O:28][CH2:29][C:30]2[CH:36]=[CH:35][CH:40]=[CH:39][CH:38]=2)[CH:48]=[O:49])[CH2:39][CH2:40][CH2:35][CH2:36]1 |f:0.1.2|. Procedure: To a solution of (3S)-4-(5-fluoro-6-hydrazino-2-methyl-4-pyrimidinyl)-3-methyl morpholine dihydrochloride (251.5 mg, 0.752 mmol) in DMF (6 mL) was added (2R)-3-cyclopentyl-2-({formyl[(phenylmethyl)oxy]amino}methyl)propanoic acid, N,N-diisopropylethylamine salt, isopropanol solvate (306.1 mg, 0.619 mmol), N-methylmorpholine (0.410 ml, 3.73 mmol), 1-hydroxy-7-azabenzotriazole (0.101 g, 0.742 mmol), and EDC (0.142 g, 0.741 mmol). The solution was allowed to stir overnight, and was then purified dir... The reactants are CCCN1C(=O)C2(C)CC(c3ccc([N+](=O)[O-])cc3)(C2)C1=O, CCOC(C)=O, [H][H]. The product is CCCN1C(=O)C2(C)CC(c3ccc(N)cc3)(C2)C1=O. Reaction SMILES: [CH3:1][C:2]12[C:3](=[O:22])[N:4]([CH2:19][CH2:20][CH3:21])[C:5](=[O:18])[C:6]([c:9]3[cH:10][cH:11][c:12]([N+:15]([O-:16])=[O:17])[cH:13][cH:14]3)([CH2:7]1)[CH2:8]2.[CH3:25][CH2:26][O:27][C:28](=[O:29])[CH3:30].[H:23][H:24]>>[CH3:1][C:2]12[C:3](=[O:22])[N:4]([CH2:19][CH2:20][CH3:21])[C:5](=[O:18])[C:6]([c:9]3[cH:10][cH:11][c:12]([NH2:15])[cH:13][cH:14]3)([CH2:7]1)[CH2:8]2. The reactants are C(CCC)[Li] (butyllithium), S1C=NC2=C1C=CC=C2 (benzothiazole), C(C)OCC (diethyl ether), ClC1=C(C=O)C=CC=C1 (o-chlorobenzaldehyde), C(C)OCC (diethyl ether). Solvent: CCCCCC (hexane). Conditions: temperature -78 celsius, time 30 minute. Yields the product ClC1=C(C(O)C=2SC3=C(N2)C=CC=C3)C=CC=C1 (2-(o-chloro-α-hydroxybenzyl)benzothiazole). As a reaction SMILES: C([Li])CCC.[S:6]1[C:10]2[CH:11]=[CH:12][CH:13]=[CH:14][C:9]=2[N:8]=[CH:7]1.C(OCC)C.[Cl:20][C:21]1[CH:28]=[CH:27][CH:26]=[CH:25][C:22]=1[CH:23]=[O:24]>CCCCCC>[Cl:20][C:21]1[CH:28]=[CH:27][CH:26]=[CH:25][C:22]=1[CH:23]([C:7]1[S:6][C:10]2[CH:11]=[CH:12][CH:13]=[CH:14][C:9]=2[N:8]=1)[OH:24]. Procedure details: 47 mL of 1.6M-butyllithium in hexane was added dropwise to a solution of benzothiazole (10 g, from Aldrich) and diethyl ether (200 mL) at -78° C. under nitrogen. The red brown solution was stirred at -78° C. for 30 min., followed by the addition of a solution of o-chlorobenzaldehyde (10.8 g) and diethyl ether (100 mL) at -78° C. The mixture was then stirred at -78° C. for 2 hours before it was allowed to warm to room temperature and stirred at room temperature overnight. Reactants: COc1cc2c(Cl)ccnc2cc1OCCCN1CCOCC1, NC(=O)C1(C(=O)N(c2ccc(F)cc2)c2ccc(O)c(F)c2)CC1, [K+], [K+], [K+], CC(=O)[O-], CC(=O)[O-], O=P([O-])([O-])[O-], [Pd+2]. Product: COc1cc2c(Oc3ccc(N(C(=O)C4(C(N)=O)CC4)c4ccc(F)cc4)cc3F)ccnc2cc1OCCCN1CCOCC1. Reaction SMILES: [Cl:1][c:2]1[cH:3][cH:4][n:5][c:6]2[cH:7][c:8]([O:14][CH2:15][CH2:16][CH2:17][N:18]3[CH2:19][CH2:20][O:21][CH2:22][CH2:23]3)[c:9]([O:12][CH3:13])[cH:10][c:11]12.[F:24][c:25]1[cH:26][c:27]([N:32]([C:33](=[O:34])[C:35]2([C:38](=[O:39])[NH2:40])[CH2:36][CH2:37]2)[c:41]2[cH:42][cH:43][c:44]([F:47])[cH:45][cH:46]2)[cH:28][cH:29][c:30]1[OH:31].[K+:53].[K+:54].[K+:55].[O-:57][C:58]([CH3:59])=[O:60].[O-:61][C:62]([CH3:63])=[O:64].[P:48]([O-:49])([O-:50])([O-:51])=[O:52].[Pd+2:56]>>[c:2]1([O:31][c:30]2[c:25]([F:24])[cH:26][c:27]([N:32]([C:33](=[O:34])[C:35]3([C:38](=[O:39])[NH2:40])[CH2:36][CH2:37]3)[c:41]3[cH:42][cH:43][c:44]([F:47])[cH:45][cH:46]3)[cH:28][cH:29]2)[cH:3][cH:4][n:5][c:6]2[cH:7][c:8]([O:14][CH2:15][CH2:16][CH2:17][N:18]3[CH2:19][CH2:20][O:21][CH2:22][CH2:23]3)[c:9]([O:12][CH3:13])[cH:10][c:11]12.